This data is from the Open Reaction Database (ORD), a public repository of structured organic reaction records. The task is: describe an organic reaction: reactants, conditions, products, and yield The reactants are O=C1CCN(C(=O)C=Cc2cccc(Cl)c2)CCN1, CC(=O)N1CCN(CCCl)CC1. Product: CC(=O)N1CCN(CCN2CCN(C(=O)C=Cc3cccc(Cl)c3)CCC2=O)CC1. RXN SMILES: [Cl:1][c:2]1[cH:3][c:4]([CH:8]=[CH:9][C:10](=[O:11])[N:12]2[CH2:13][CH2:14][NH:15][C:16](=[O:19])[CH2:17][CH2:18]2)[cH:5][cH:6][cH:7]1.[Cl:20][CH2:21][CH2:22][N:23]1[CH2:24][CH2:25][N:26]([C:29]([CH3:30])=[O:31])[CH2:27][CH2:28]1>>[Cl:1][c:2]1[cH:3][c:4]([CH:8]=[CH:9][C:10](=[O:11])[N:12]2[CH2:13][CH2:14][N:15]([CH2:21][CH2:22][N:23]3[CH2:24][CH2:25][N:26]([C:29]([CH3:30])=[O:31])[CH2:27][CH2:28]3)[C:16](=[O:19])[CH2:17][CH2:18]2)[cH:5][cH:6][cH:7]1. The reactants are Cc1ccc(S(=O)(=O)Cl)c([N+](=O)[O-])c1, Nc1ccc(S(=O)(=O)O)c2cc(S(=O)(=O)O)cc(S(=O)(=O)O)c12, [Na+], [Na+], [Na], [Na], [Na], O=C([O-])[O-], O. Reaction SMILES: [N+:1](=[O:2])([O-:3])[c:4]1[cH:5][c:6]([CH3:14])[cH:7][cH:8][c:9]1[S:10](=[O:11])(=[O:12])[Cl:13].[NH2:18][c:19]1[cH:20][cH:21][c:22]([S:37](=[O:38])(=[O:39])[OH:40])[c:23]2[cH:24][c:25]([S:33](=[O:34])(=[O:35])[OH:36])[cH:26][c:27]([S:29](=[O:30])(=[O:31])[OH:32])[c:28]12.[Na+:41].[Na+:42].[Na:15].[Na:16].[Na:17].[O-:43][C:44](=[O:45])[O-:46].[OH2:47]>>[N+:1](=[O:2])([O-:3])[c:4]1[cH:5][c:6]([CH3:14])[cH:7][cH:8][c:9]1[S:10](=[O:11])(=[O:12])[NH:18][c:19]1[cH:20][cH:21][c:22]([S:37](=[O:38])(=[O:39])[OH:40])[c:23]2[cH:24][c:25]([S:33](=[O:34])(=[O:35])[OH:36])[cH:26][c:27]([S:29](=[O:30])(=[O:31])[OH:32])[c:28]12. Product: Cc1ccc(S(=O)(=O)Nc2ccc(S(=O)(=O)O)c3cc(S(=O)(=O)O)cc(S(=O)(=O)O)c23)c([N+](=O)[O-])c1.